Task: describe an organic reaction: reactants, conditions, products, and yield. Dataset: the Open Reaction Database (ORD), a public repository of structured organic reaction records Reactants: CN(CC(=O)O)C(=O)Nc1nc2c(s1)C(=O)CC(C)(C)C2, CC(=O)OC(C)=O. Product: CN1CC(=O)N(c2nc3c(s2)C(=O)CC(C)(C)C3)C1=O. As a reaction SMILES: [CH3:1][C:2]1([CH3:21])[CH2:3][C:4](=[O:20])[c:5]2[c:6]([n:7][c:8]([NH:10][C:11](=[O:12])[N:13]([CH2:14][C:15](=[O:16])[OH:17])[CH3:18])[s:9]2)[CH2:19]1.[CH3:22][C:23]([O:24][C:25](=[O:26])[CH3:27])=[O:28]>>[CH3:1][C:2]1([CH3:21])[CH2:3][C:4](=[O:20])[c:5]2[c:6]([n:7][c:8]([N:10]3[C:11](=[O:12])[N:13]([CH3:18])[CH2:14][C:15]3=[O:16])[s:9]2)[CH2:19]1. Starting materials: C(C)(C)(C)C1=C(C(=CC=C1)C(C)(C)C)O (2,6-di-tert-butylphenol), [S-]C#N.[NH4+] (ammonium thiocyanate). The solvent is CO (methanol). Reaction conditions: temperature 0 celsius. The product is CC(C)(C)C=1C=C(C=C(C1O)C(C)(C)C)SC#N (3,5-bis(1,1-dimethylethyl)-4-hydroxyphenylthiocyanate). Reaction SMILES: [C:1]([C:5]1[CH:10]=[CH:9][CH:8]=[C:7]([C:11]([CH3:14])([CH3:13])[CH3:12])[C:6]=1[OH:15])([CH3:4])([CH3:3])[CH3:2].[S-:16][C:17]#[N:18].[NH4+]>CO>[CH3:12][C:11]([C:7]1[CH:8]=[C:9]([S:16][C:17]#[N:18])[CH:10]=[C:5]([C:1]([CH3:4])([CH3:3])[CH3:2])[C:6]=1[OH:15])([CH3:14])[CH3:13] |f:1.2|. Procedure details: To a three-necked, round bottom 5 L flask, equipped with a mechanical stirrer, gas inlet, thermometer and gas inlet, thermometer and gas outlet, was added 2,6-di-tert-butylphenol (474 g, 2.30 mole), ammonium thiocyanate (76.12 g, 4.83 mole) and methanol (1200 ml). The reaction mixture was stirred and cooled to 0° C. in an ice/salt bath. Maintaining the temperature at 0° to 10° C., chlorine gas was slowly bubbled through the mixture for about 1 hour whereupon the reaction mixture was a heterogene...